Dataset: the Open Reaction Database (ORD), a public repository of structured organic reaction records. Task: describe an organic reaction: reactants, conditions, products, and yield Reagents/catalysts: [I-].C(CCC)[N+](CCCC)(CCCC)CCCC (tetra-butylammonium iodide). Reaction conditions: time 30 minute. Isolated yield 70.0%. Starting materials: BrCC#N (bromoacetonitrile), [H-].[Na+] (sodium hydride), C(C)(C)(C)OC(N[C@@H]1C(NCC1)=O)=O ([2-Oxo-pyrrolidin-3(S)-yl]-carbamic acid tert-butyl ester). Product: C(C)(C)(C)OC(N[C@@H]1C(N(CC1)CC#N)=O)=O ([1-cyanomethyl-2-oxo-pyrrolidin-3(S)-yl]-carbamic acid tert-butyl ester). Reaction SMILES: [C:1]([O:5][C:6](=[O:14])[NH:7][C@H:8]1[CH2:12][CH2:11][NH:10][C:9]1=[O:13])([CH3:4])([CH3:3])[CH3:2].[H-].[Na+].Br[CH2:18][C:19]#[N:20]>C1COCC1.[I-].C([N+](CCCC)(CCCC)CCCC)CCC>[C:1]([O:5][C:6](=[O:14])[NH:7][C@H:8]1[CH2:12][CH2:11][N:10]([CH2:18][C:19]#[N:20])[C:9]1=[O:13])([CH3:4])([CH3:2])[CH3:3] |f:1.2,5.6|. Procedure details: [2-Oxo-pyrrolidin-3(S)-yl]-carbamic acid tert-butyl ester (4.0 g, 20 mmol) is dissolved in THF (150 mL), cooled in an ice bath and treated with 60% sodium hydride (0.95 g, 24 mmol). The reaction mixture is stirred for 30 min., then treated with tetra-butylammonium iodide (0.16 g, 0.44 mmol) and bromoacetonitrile (1.7 mL, 24 mmol). After 3 h the reaction is quenched with water, concentrated to a small volume and extracted with methylene chloride (4×). The combined organic extracts are concentrate... Run in C1CCOC1 (THF).